Dataset: the Open Reaction Database (ORD), a public repository of structured organic reaction records. Task: describe an organic reaction: reactants, conditions, products, and yield Reactants: CCOC(=O)CC#N, CC(=O)[O-], CC(=O)O, CCOC(C)=O, O=C1CCc2cc(F)ccc21, [NH4+], O, c1ccccc1. Yields the product CCOC(=O)C(C#N)=C1CCc2cc(F)ccc21. Reaction SMILES: [C:12](#[N:13])[CH2:14][C:15](=[O:16])[O:17][CH2:18][CH3:19].[CH3:21][C:22](=[O:23])[O-:24].[CH3:25][C:26](=[O:27])[OH:28].[CH3:35][CH2:36][O:37][C:38](=[O:39])[CH3:40].[F:1][c:2]1[cH:3][c:4]2[c:8]([cH:9][cH:10]1)[C:7](=[O:11])[CH2:6][CH2:5]2.[NH4+:20].[OH2:41].[cH:29]1[cH:30][cH:31][cH:32][cH:33][cH:34]1>>[F:1][c:2]1[cH:3][c:4]2[c:8]([cH:9][cH:10]1)[C:7](=[C:14]([C:12]#[N:13])[C:15](=[O:16])[O:17][CH2:18][CH3:19])[CH2:6][CH2:5]2.